This data is from the Open Reaction Database (ORD), a public repository of structured organic reaction records. The task is: describe an organic reaction: reactants, conditions, products, and yield Reactants: O (water), N1CCCCC1 (piperidine), C([O-])([O-])=O.[K+].[K+] (potassium carbonate), BrCCC1=CC=C(C=C1)[N+](=O)[O-] (4-(2-bromoethyl)nitrobenzene). The solvent is CN(C)C=O (DMF). Run at temperature 70 celsius, time 15 hour. Yields the product [N+](=O)([O-])C1=CC=C(C=C1)CCN1CCCCC1 (1-[2-(4-nitro-phenyl)ethyl]piperidine). RXN SMILES: Br[CH2:2][CH2:3][C:4]1[CH:9]=[CH:8][C:7]([N+:10]([O-:12])=[O:11])=[CH:6][CH:5]=1.[NH:13]1[CH2:18][CH2:17][CH2:16][CH2:15][CH2:14]1.C(=O)([O-])[O-].[K+].[K+].O>CN(C=O)C>[N+:10]([C:7]1[CH:8]=[CH:9][C:4]([CH2:3][CH2:2][N:13]2[CH2:18][CH2:17][CH2:16][CH2:15][CH2:14]2)=[CH:5][CH:6]=1)([O-:12])=[O:11] |f:2.3.4|. Procedure details: In DMF (100 ml) was dissolved 4-(2-bromoethyl)nitrobenzene (25.0 g), and to the solution were added piperidine (12.9 ml) and potassium carbonate (18.0 g). The mixture was stirred at 70° C. for 15 hours, and to the mixture was added water (900 ml), and then the mixture was extracted with ethyl acetate. The organic layer was washed with saturated sodium chloride solution, dried with anhydrous sodium sulfate, and concentrated under reduced pressure. The residue was separated and purified with colum... The reactants are CC(=CC=O)C (Prenal), C(C)(=O)OC(=C)C (isopropenyl acetate), C1(=CC=C(C=C1)S(=O)(=O)O)C (paratoluenesulphonic acid). Product: C(C)(=O)OC=CC(=C)C (1-acetoxy-3-methyl-1,3-butadiene). Reaction SMILES: [CH3:1][C:2]([CH3:6])=[CH:3][CH:4]=[O:5].[C:7](OC(C)=C)(=[O:9])[CH3:8].C1(C)C=CC(S(O)(=O)=O)=CC=1>>[C:7]([O:5][CH:4]=[CH:3][C:2]([CH3:6])=[CH2:1])(=[O:9])[CH3:8]. Reported procedure: Prenal (0.332 mol) was run gradually into isopropenyl acetate (0.532 mol) in which paratoluenesulphonic acid (1% by weight) had been dissolved. The acetone was distilled off as it was formed. The temperature of the mixture was 93°-94° C. at the beginning and 118° C. after heating for 1 hour 50 minutes. The 1-acetoxy-3-methylbutadiene was then purified by distillation. The boiling point of the product was 48°-52° C./13 mm Hg.